From a dataset of the Open Reaction Database (ORD), a public repository of structured organic reaction records. describe an organic reaction: reactants, conditions, products, and yield Yield: 96.0%. Reactants: CC(CCO)CCC1=CC=CC=C1 (3-Methyl-5-phenylpentanol). Reported procedure: 3-Methyl-5-phenylpentanol (50 g., 0.28 mol.) and 1 g. of 50% Ni on silica catalyst (2 wt %, G-49-C, United Catalyst) were stirred at 700 rpm in a Parr reactor at 180° C. and 200-600 psi of hydrogen until hydrogen absorption stopped (12 hours). The reaction mixture was filtered through a filter bed (Celite™) using toluene as a rinse solvent and concentrated to a clear, colorless liquid. The odor grade product was isolated by fractional distillation, 96% yield; bp 84-86° C. at 0.8 mm. Odor: powerf... The reagents and catalysts are [Ni] (Ni on silica). Yields the product CC(CCO)CCC1CCCCC1 (3-methyl-5-cyclohexylpentanol). The solvent is O (H2O), O (H2O). RXN SMILES: [CH3:1][CH:2]([CH2:6][CH2:7][C:8]1[CH:13]=[CH:12][CH:11]=[CH:10][CH:9]=1)[CH2:3][CH2:4][OH:5]>[Ni].O>[CH3:1][CH:2]([CH2:6][CH2:7][CH:8]1[CH2:13][CH2:12][CH2:11][CH2:10][CH2:9]1)[CH2:3][CH2:4][OH:5]. Starting materials: CC(=O)C (acetone), CC(=O)OCC1=C(N2[C@@H]([C@@H](C2=O)NC(=O)/C(=N\OC)/C3=CSC(=N3)N)SC1)C(=O)O (cefotaxime), O.O.O.C(C)(=O)[O-].[Na+] (sodium acetate trihydrate). The solvent is O (water). Conditions: time 60 minute. Yields the product CC(=O)OCC1=C(N2[C@@H]([C@@H](C2=O)NC(=O)/C(=N\OC)/C3=CSC(=N3)N)SC1)C(=O)[O-].[Na+] (sodium cefotaxime). Reaction SMILES: O.O.O.C([O-])(=O)C.[Na+:8].CC(C)=O.[CH3:13][C:14]([O:16][CH2:17][C:18]1[CH2:39][S:38][C@@H:21]2[C@H:22]([NH:25][C:26](/[C:28](/[C:32]3[N:36]=[C:35]([NH2:37])[S:34][CH:33]=3)=[N:29]\[O:30][CH3:31])=[O:27])[C:23](=[O:24])[N:20]2[C:19]=1[C:40]([OH:42])=[O:41])=[O:15]>O>[CH3:13][C:14]([O:16][CH2:17][C:18]1[CH2:39][S:38][C@@H:21]2[C@H:22]([NH:25][C:26](/[C:28](/[C:32]3[N:36]=[C:35]([NH2:37])[S:34][CH:33]=3)=[N:29]\[O:30][CH3:31])=[O:27])[C:23](=[O:24])[N:20]2[C:19]=1[C:40]([O-:42])=[O:41])=[O:15].[Na+:8] |f:0.1.2.3.4,8.9|. Reported procedure: 6 g of sodium acetate trihydrate are dissolved in 20 ml of water. 40 ml of acetone and 20 g of cefotaxime in free acid form are added to the stirred solution. The mixture is cooled to 0°. A solution is obtained within 2 to 5 minutes. The solution is filtered through a filter bed and subsequently through a sterile filter. The filters are washed with a chilled mixture of 3 ml of water and 15 ml of acetone. The filtrate is seeded with 0.2 g of seed crystals (Claforan®) and warmed to 20°. The mixtur... The reactants are CCOC(=O)CBr, O=C([O-])[O-], CC(C)=O, [Cs+], [Cs+], Oc1ccc2cc(-c3cc4ccccc4s3)ccc2c1Cl. The product is CCOC(=O)COc1ccc2cc(-c3cc4ccccc4s3)ccc2c1Cl. RXN SMILES: [Br:28][CH2:29][C:30](=[O:31])[O:32][CH2:33][CH3:34].[C:22](=[O:23])([O-:24])[O-:25].[CH3:35][C:36](=[O:37])[CH3:38].[Cs+:26].[Cs+:27].[s:1]1[c:2]2[c:3]([cH:4][c:5]1-[c:6]1[cH:7][c:8]3[cH:9][cH:10][c:11]([OH:17])[c:12]([Cl:16])[c:13]3[cH:14][cH:15]1)[cH:18][cH:19][cH:20][cH:21]2>>[s:1]1[c:2]2[c:3]([cH:4][c:5]1-[c:6]1[cH:7][c:8]3[cH:9][cH:10][c:11]([O:17][CH2:29][C:30](=[O:31])[O:32][CH2:33][CH3:34])[c:12]([Cl:16])[c:13]3[cH:14][cH:15]1)[cH:18][cH:19][cH:20][cH:21]2. Reactants: COCCOC (DME), ClC1=NN=CC2=CC(=CC=C12)Cl (1,6-dichlorophthalazine), FC1=CC(=C(C=C1)B(O)O)C (4-fluoro-2-methylphenylboronic acid), C([O-])([O-])=O.[Na+].[Na+] (sodium carbonate). The reagents and catalysts are Cl[Pd]([P](C1=CC=CC=C1)(C2=CC=CC=C2)C3=CC=CC=C3)([P](C4=CC=CC=C4)(C5=CC=CC=C5)C6=CC=CC=C6)Cl (trans-dichlorobis(triphenylphosphine)palladium). Run in CCO (EtOH), CO (MeOH). Run at temperature 80 celsius. Yields the product ClC=1C=C2C=NN=C(C2=CC1)C1=C(C=C(C=C1)F)C (6-Chloro-1-(4-fluoro-2-methylphenyl)phthalazine). Reaction SMILES: Cl[C:2]1[C:11]2[C:6](=[CH:7][C:8]([Cl:12])=[CH:9][CH:10]=2)[CH:5]=[N:4][N:3]=1.[F:13][C:14]1[CH:19]=[CH:18][C:17](B(O)O)=[C:16]([CH3:23])[CH:15]=1.C(=O)([O-])[O-].[Na+].[Na+].COCCOC>CO.Cl[Pd](Cl)([P](C1C=CC=CC=1)(C1C=CC=CC=1)C1C=CC=CC=1)[P](C1C=CC=CC=1)(C1C=CC=CC=1)C1C=CC=CC=1.CCO>[Cl:12][C:8]1[CH:7]=[C:6]2[C:11](=[CH:10][CH:9]=1)[C:2]([C:17]1[CH:18]=[CH:19][C:14]([F:13])=[CH:15][C:16]=1[CH3:23])=[N:3][N:4]=[CH:5]2 |f:2.3.4,^1:40,59|. Procedure details: A mixture of 1,6-dichlorophthalazine (5.39 g, 27.1 mmol), 4-fluoro-2-methylphenylboronic acid (5.00 g, 32.5 mmol), trans-dichlorobis(triphenylphosphine)palladium (II) (0.950 g, 1.35 mmol), and sodium carbonate (8.61 g, 81.2 mmol) in a 2:1 mixture of DME and EtOH (40 mL) was heated at 80° C. in an oil bath for 18 h. The mixture was cooled to room temperature, diluted with MeOH and filtered through a pad of Celite. The filtrate was concentrated over silica gel and purified using column chromatogra... Starting materials: FC(C=1C=C(CN(C2=NC=C(C=N2)OCCOC)CC2=C(C=CC(=C2)C(F)(F)F)N(CCCCCC(=O)O)CC)C=C(C1)C(F)(F)F)(F)F (6-{[2-({(3,5-Bis-trifluoromethyl-benzyl)-[5-(2-methoxy-ethoxy)-pyrimidin-2-yl]-amino}-methyl)-4-trifluoromethyl-phenyl]-ethyl-amino}-hexanoic acid), [OH-].[Na+] (sodium hydroxide). Solvent: C(C)O (ethanol). Reaction conditions: time 5 minute. The product is [Na+].FC(C=1C=C(CN(C2=NC=C(C=N2)OCCOC)CC2=C(C=CC(=C2)C(F)(F)F)N(CCCCCC(=O)[O-])CC)C=C(C1)C(F)(F)F)(F)F (6-{[2-({(3,5-bis-trifluoromethyl-benzyl)-[5-(2-methoxy-ethoxy)-pyrimidin-2-yl]-amino}-methyl)-4-trifluoromethyl-phenyl]-ethyl-amino}-hexanoic acid sodium salt). RXN SMILES: [F:1][C:2]([F:49])([F:48])[C:3]1[CH:4]=[C:5]([CH:41]=[C:42]([C:44]([F:47])([F:46])[F:45])[CH:43]=1)[CH2:6][N:7]([CH2:19][C:20]1[CH:25]=[C:24]([C:26]([F:29])([F:28])[F:27])[CH:23]=[CH:22][C:21]=1[N:30]([CH2:39][CH3:40])[CH2:31][CH2:32][CH2:33][CH2:34][CH2:35][C:36]([OH:38])=[O:37])[C:8]1[N:13]=[CH:12][C:11]([O:14][CH2:15][CH2:16][O:17][CH3:18])=[CH:10][N:9]=1.[OH-].[Na+:51]>C(O)C>[Na+:51].[F:49][C:2]([F:1])([F:48])[C:3]1[CH:4]=[C:5]([CH:41]=[C:42]([C:44]([F:45])([F:46])[F:47])[CH:43]=1)[CH2:6][N:7]([CH2:19][C:20]1[CH:25]=[C:24]([C:26]([F:29])([F:28])[F:27])[CH:23]=[CH:22][C:21]=1[N:30]([CH2:39][CH3:40])[CH2:31][CH2:32][CH2:33][CH2:34][CH2:35][C:36]([O-:38])=[O:37])[C:8]1[N:9]=[CH:10][C:11]([O:14][CH2:15][CH2:16][O:17][CH3:18])=[CH:12][N:13]=1 |f:1.2,4.5|. Procedure details: 6-{[2-({(3,5-Bis-trifluoromethyl-benzyl)-[5-(2-methoxy-ethoxy)-pyrimidin-2-yl]-amino}-methyl)-4-trifluoromethyl-phenyl]-ethyl-amino}-hexanoic acid (105 mg) is dissolved in ethanol (1 ml), and thereto is added a 2M-aqueous sodium hydroxide solution (74 μl), and the mixture is stirred at room temperature for 5 minutes. The reaction solution is concentrated under reduced pressure to give 6-{[2-({(3,5-bis-trifluoromethyl-benzyl)-[5-(2-methoxy-ethoxy)-pyrimidin-2-yl]-amino}-methyl)-4-trifluoromethyl-... The reactants are ClCCl, O=S(Cl)Cl, OCc1ccc(-c2nnc3n2-c2cccnc2Nc2ccccc2-3)cc1. Yields the product ClCc1ccc(-c2nnc3n2-c2cccnc2Nc2ccccc2-3)cc1. RXN SMILES: [Cl:31][CH2:32][Cl:33].[S:27]([Cl:28])([Cl:29])=[O:30].[n:1]1[n:2][c:3](-[c:19]2[cH:20][cH:21][c:22]([CH2:25][OH:26])[cH:23][cH:24]2)[n:4]2[c:10]1-[c:9]1[c:8]([cH:14][cH:13][cH:12][cH:11]1)[NH:7][c:6]1[c:5]-2[cH:18][cH:17][cH:16][n:15]1>>[n:1]1[n:2][c:3](-[c:19]2[cH:20][cH:21][c:22]([CH2:25][Cl:29])[cH:23][cH:24]2)[n:4]2[c:10]1-[c:9]1[c:8]([cH:14][cH:13][cH:12][cH:11]1)[NH:7][c:6]1[c:5]-2[cH:18][cH:17][cH:16][n:15]1. Reactants: C(C1=CC=CC=C1)C=1C=C2C(NC(=NC2=CC1Cl)N1N=CC(=C1)C(=O)OCC)=O (ethyl 1-(6-benzyl-7-chloro-4-oxo-3,4-dihydroquinazolin-2-yl)-1H-pyrazole-4-carboxylate), CNC (dimethylamine). Product: C(C1=CC=CC=C1)C=1C=C2C(=NC(=NC2=CC1Cl)N1N=CC(=C1)C(=O)O)N(C)C (1-(6-Benzyl-4-(dimethylamino)-7-chloroquinazolin-2-yl)-1H-pyrazole-4-carboxylic acid). Reaction SMILES: [CH2:1]([C:8]1[CH:9]=[C:10]2[C:15](=[CH:16][C:17]=1[Cl:18])[N:14]=[C:13]([N:19]1[CH:23]=[C:22]([C:24]([O:26]CC)=[O:25])[CH:21]=[N:20]1)[NH:12][C:11]2=O)[C:2]1[CH:7]=[CH:6][CH:5]=[CH:4][CH:3]=1.[CH3:30][NH:31][CH3:32]>>[CH2:1]([C:8]1[CH:9]=[C:10]2[C:15](=[CH:16][C:17]=1[Cl:18])[N:14]=[C:13]([N:19]1[CH:23]=[C:22]([C:24]([OH:26])=[O:25])[CH:21]=[N:20]1)[N:12]=[C:11]2[N:31]([CH3:32])[CH3:30])[C:2]1[CH:3]=[CH:4][CH:5]=[CH:6][CH:7]=1. Procedure details: The above compound may be made analogous to Example 1 using ethyl 1-(6-benzyl-7-chloro-4-oxo-3,4-dihydroquinazolin-2-yl)-1H-pyrazole-4-carboxylate in step D and dimethylamine in step E. MS (ESI): predicted mass calcd. for C21H18ClN5O2, 407.9 Reactants: C(C)C(C#C)(CC)O (3-Ethyl-1-pentyn-3-ol), BrC1=C(C=C(C=C1)C(CC)(CC)C1=CC(=C(C(=C1)C)O)C)C (4-[1-(4-bromo-3-methyl-phenyl)-1-ethyl-propyl]-2,6-dimethyl-phenol), C([O-])(O)=O.[Na+] (sodium bicarbonate). Reagents/catalysts: C1=CC=C(C=C1)P([C-]2C=CC=C2)C3=CC=CC=C3.C1=CC=C(C=C1)P([C-]2C=CC=C2)C3=CC=CC=C3.Cl[Pd]Cl.[Fe+2] ([1,1′-bis(diphenylphosphino)ferrocene]dichloropalladium), [Cu]I (copper (I) iodide). The solvent is C(C)N(CC)CC (triethylamine). Run at temperature 160 celsius. Yields the product C(C)C(CC)(C1=CC(=C(C=C1)C#CC(CC)(O)CC)C)C1=CC(=C(C(=C1)C)O)C (4-{1-ethyl-1-[4-(3-ethyl-3-hydroxy-1-pentynyl)-3-methyl-phenyl]-propyl}-2,6-dimethyl-phenol). The yield is 97.3%. Reaction SMILES: [CH2:1]([C:3]([OH:8])([CH2:6][CH3:7])[C:4]#[CH:5])[CH3:2].Br[C:10]1[CH:15]=[CH:14][C:13]([C:16]([C:21]2[CH:26]=[C:25]([CH3:27])[C:24]([OH:28])=[C:23]([CH3:29])[CH:22]=2)([CH2:19][CH3:20])[CH2:17][CH3:18])=[CH:12][C:11]=1[CH3:30].C(=O)(O)[O-].[Na+]>C(N(CC)CC)C.C1C=CC(P(C2C=CC=CC=2)[C-]2C=CC=C2)=CC=1.C1C=CC(P(C2C=CC=CC=2)[C-]2C=CC=C2)=CC=1.Cl[Pd]Cl.[Fe+2].[Cu]I>[CH2:17]([C:16]([C:21]1[CH:22]=[C:23]([CH3:29])[C:24]([OH:28])=[C:25]([CH3:27])[CH:26]=1)([C:13]1[CH:14]=[CH:15][C:10]([C:5]#[C:4][C:3]([CH2:6][CH3:7])([OH:8])[CH2:1][CH3:2])=[C:11]([CH3:30])[CH:12]=1)[CH2:19][CH3:20])[CH3:18] |f:2.3,5.6.7.8|. Procedure: 3-Ethyl-1-pentyn-3-ol (1.4 mL, 10.88 mmol), a [1,1′-bis(diphenylphosphino)ferrocene]dichloropalladium (II), dichloromethane complex (1:1) (592 mg, 0.725 mmol) and copper (I) iodide (138 mg, 0.725 mmol) were added to a solution of 4-[1-(4-bromo-3-methyl-phenyl)-1-ethyl-propyl]-2,6-dimethyl-phenol (Example 38-(2); 2.62 g, 7.25 mmol) in triethylamine (15 mL), and the mixture was stirred with microwave heating at 160° C. for three minutes. The reaction mixture was then poured into a saturated aqueou... Starting materials: COC=1C=C2C(=NC=NC2=CC1OC)OC1=CC(=C(N)C=C1)[N+](=O)[O-] (4-[(6,7-Dimethoxy-4-quinazolinyl)oxy]-2-nitroaniline), ClC(Cl)(OC(OC(Cl)(Cl)Cl)=O)Cl (triphosgene), C([O-])(O)=O.[Na+] (sodium bicarbonate), CCCCC(CCCC)O (5-nonanol). Run in C(C)N(CC)CC (triethylamine), C1(=CC=CC=C1)C (toluene), C(Cl)Cl (methylene chloride). Yields the product COC=1C=C2C(=NC=NC2=CC1OC)OC1=CC(=C(C=C1)NC(OC(CCCC)CCCC)=O)[N+](=O)[O-] (1-Butylpentyl N-{4-[(6,7-dimethoxy-4-quinazolinyl)oxy]-2-nitrophenyl}carbamate). The yield is 95.5%. As a reaction SMILES: [CH3:1][O:2][C:3]1[CH:4]=[C:5]2[C:10](=[CH:11][C:12]=1[O:13][CH3:14])[N:9]=[CH:8][N:7]=[C:6]2[O:15][C:16]1[CH:22]=[CH:21][C:19]([NH2:20])=[C:18]([N+:23]([O-:25])=[O:24])[CH:17]=1.Cl[C:27](Cl)([O:29]C(=O)OC(Cl)(Cl)Cl)Cl.[CH3:38][CH2:39][CH2:40][CH2:41][CH:42]([OH:47])[CH2:43][CH2:44][CH2:45][CH3:46].C(=O)(O)[O-].[Na+]>C(Cl)Cl.C(N(CC)CC)C.C1(C)C=CC=CC=1>[CH3:1][O:2][C:3]1[CH:4]=[C:5]2[C:10](=[CH:11][C:12]=1[O:13][CH3:14])[N:9]=[CH:8][N:7]=[C:6]2[O:15][C:16]1[CH:22]=[CH:21][C:19]([NH:20][C:27](=[O:29])[O:47][CH:42]([CH2:43][CH2:44][CH2:45][CH3:46])[CH2:41][CH2:40][CH2:39][CH3:38])=[C:18]([N+:23]([O-:25])=[O:24])[CH:17]=1 |f:3.4|. Procedure: 4-[(6,7-Dimethoxy-4-quinazolinyl)oxy]-2-nitroaniline (100 mg) was added to toluene (10 ml) and triethylamine (1 ml), and the mixture was heated under reflux to prepare a solution. A solution of triphosgene (140 mg) in methylene chloride was then added thereto, and the mixture was heated under reflux for 10 min. Next, 5-nonanol (64 mg) was added thereto, and the mixture was further stirred with heating under reflux for 3 hr. A saturated aqueous sodium bicarbonate solution was added to stop the re...